Dataset: the Open Reaction Database (ORD), a public repository of structured organic reaction records. Task: describe an organic reaction: reactants, conditions, products, and yield Isolated yield 96.4%. As a reaction SMILES: [N+](CCCC)(CCCC)(CCCC)CCCC.[F-].C1COCC1.[Si]([O:41][CH2:42][C@H:43]([CH3:59])[C@H:44]([O:52][CH:53]1[CH2:58][CH2:57][CH2:56][CH2:55][O:54]1)[CH2:45][C:46]#[C:47][Si](C)(C)C)(C(C)(C)C)(C1C=CC=CC=1)C1C=CC=CC=1>C1COCC1>[CH3:59][C@H:43]([C@H:44]([O:52][CH:53]1[CH2:58][CH2:57][CH2:56][CH2:55][O:54]1)[CH2:45][C:46]#[CH:47])[CH2:42][OH:41] |f:0.1.2|. Run at time 4 hour. The solvent is C1CCOC1 (THF). Reported procedure: A 1M nBu4NF/THF solution (8.8 ml, 8.80 mmol, 4 equivalent) was added to a THF solution (20 ml) of the compound (58) (1.13 g, 2.20 mmol), and the mixture was stirred at room temperature for 4 hr. The reaction mixture was extracted with ethyl acetate after the addition of water. The extract was washed with brine, dried over magnesium sulfate and evaporated. The obtained crude product was purified by silica gel column chromatography (35 g, 20% AcOEt-hexane) to obtain a colorless oily product (59) (... Product: C[C@@H](CO)[C@@H](CC#C)OC1OCCCC1 ((2S, 3R)-2-methyl-3-tetrahydropyranyloxy-5-hexyn-1-ol). Starting materials: [N+](CCCC)(CCCC)(CCCC)CCCC.[F-].C1CCOC1 (nBu4NF THF), [Si](C1=CC=CC=C1)(C1=CC=CC=C1)(C(C)(C)C)OC[C@@H]([C@@H](CC#C[Si](C)(C)C)OC1OCCCC1)C ((4R,5S)-6-(t-butyldiphenylsilyloxy)-5-methyl-4-tetrahydropyranyloxy-1-trimethylsilyl-1-hexyne). Reactants: CCC(=O)Nc1ccccc1C(=O)Cl, CC(C)NCC(=O)c1ccc(O)c(O)c1, Cl. Yields the product CCC(=O)Nc1ccccc1C(=O)Oc1ccc(C(=O)CNC(C)C)cc1O. Reaction SMILES: [C:17]([CH2:18][CH3:19])(=[O:20])[NH:21][c:22]1[c:23]([C:24](=[O:25])[Cl:26])[cH:27][cH:28][cH:29][cH:30]1.[CH:2]([CH3:3])([CH3:4])[NH:5][CH2:6][C:7](=[O:8])[c:9]1[cH:10][c:11]([OH:16])[c:12]([OH:15])[cH:13][cH:14]1.[ClH:1]>>[CH:2]([CH3:3])([CH3:4])[NH:5][CH2:6][C:7](=[O:8])[c:9]1[cH:10][c:11]([OH:16])[c:12]([O:15][C:24]([c:23]2[c:22]([NH:21][C:17]([CH2:18][CH3:19])=[O:20])[cH:30][cH:29][cH:28][cH:27]2)=[O:25])[cH:13][cH:14]1. Starting materials: CCOC(=O)C(=O)c1ccc(OCC(=O)N2CCc3ccccc3C2)cc1, CO, [Na+], [Na+], O=C([O-])[O-], O. The product is O=C(O)C(=O)c1ccc(OCC(=O)N2CCc3ccccc3C2)cc1. RXN SMILES: [CH2:1]([CH3:2])[O:3][C:4]([C:5]([c:6]1[cH:7][cH:8][c:9]([O:12][CH2:13][C:14]([N:15]2[CH2:16][c:17]3[cH:18][cH:19][cH:20][cH:21][c:22]3[CH2:23][CH2:24]2)=[O:25])[cH:10][cH:11]1)=[O:26])=[O:27].[CH3:34][OH:35].[Na+:28].[Na+:29].[O-:30][C:31](=[O:32])[O-:33].[OH2:36]>>[O:3]=[C:4]([C:5]([c:6]1[cH:7][cH:8][c:9]([O:12][CH2:13][C:14]([N:15]2[CH2:16][c:17]3[cH:18][cH:19][cH:20][cH:21][c:22]3[CH2:23][CH2:24]2)=[O:25])[cH:10][cH:11]1)=[O:26])[OH:27]. Reactants: CS(=O)(=O)Cl, ClCCl, COc1ccc(CN(Cc2ccc(OC)cc2)c2cc(-c3cc(C(C)N4CCNCC4C)cnc3F)nc(C)n2)cc1, [Na+], [OH-]. Yields the product COc1ccc(CN(Cc2ccc(OC)cc2)c2cc(-c3cc(C(C)N4CCN(S(C)(=O)=O)CC4C)cnc3F)nc(C)n2)cc1. Reaction SMILES: [CH3:43][S:44]([Cl:45])(=[O:46])=[O:47].[Cl:50][CH2:51][Cl:52].[F:1][c:2]1[n:3][cH:4][c:5]([CH:34]([CH3:35])[N:36]2[CH:37]([CH3:42])[CH2:38][NH:39][CH2:40][CH2:41]2)[cH:6][c:7]1-[c:8]1[cH:9][c:10]([N:15]([CH2:16][c:17]2[cH:18][cH:19][c:20]([O:23][CH3:24])[cH:21][cH:22]2)[CH2:25][c:26]2[cH:27][cH:28][c:29]([O:32][CH3:33])[cH:30][cH:31]2)[n:11][c:12]([CH3:14])[n:13]1.[Na+:49].[OH-:48]>>[F:1][c:2]1[n:3][cH:4][c:5]([CH:34]([CH3:35])[N:36]2[CH:37]([CH3:42])[CH2:38][N:39]([S:44]([CH3:43])(=[O:46])=[O:47])[CH2:40][CH2:41]2)[cH:6][c:7]1-[c:8]1[cH:9][c:10]([N:15]([CH2:16][c:17]2[cH:18][cH:19][c:20]([O:23][CH3:24])[cH:21][cH:22]2)[CH2:25][c:26]2[cH:27][cH:28][c:29]([O:32][CH3:33])[cH:30][cH:31]2)[n:11][c:12]([CH3:14])[n:13]1. Starting materials: CC(C)(C)OC(=O)N1CCCC1C(=O)Nc1ccc(-c2ccccc2S(C)(=O)=O)cc1F, ClCCl, ClC(Cl)Cl, O=C(O)C(F)(F)F. Yields the product CS(=O)(=O)c1ccccc1-c1ccc(NC(=O)C2CCCN2)c(F)c1. RXN SMILES: [C:1]([O:2][C:3](=[O:4])[N:8]1[CH:9]([C:13]([NH:14][c:15]2[c:16]([F:31])[cH:17][c:18](-[c:21]3[c:22]([S:27](=[O:28])(=[O:29])[CH3:30])[cH:23][cH:24][cH:25][cH:26]3)[cH:19][cH:20]2)=[O:32])[CH2:10][CH2:11][CH2:12]1)([CH3:5])([CH3:6])[CH3:7].[Cl:40][CH2:41][Cl:42].[Cl:43][CH:44]([Cl:45])[Cl:46].[OH:33][C:34]([C:35]([F:36])([F:37])[F:38])=[O:39]>>[NH:8]1[CH:9]([C:13]([NH:14][c:15]2[c:16]([F:31])[cH:17][c:18](-[c:21]3[c:22]([S:27](=[O:28])(=[O:29])[CH3:30])[cH:23][cH:24][cH:25][cH:26]3)[cH:19][cH:20]2)=[O:32])[CH2:10][CH2:11][CH2:12]1. The reactants are C12(CC3CC(CC(C1)C3)C2)C2=C(C=C3C=CC(=CC3=C2)C2=CC=C(C(=O)OC)C=C2)O (methyl 4-[7-(1-adamantyl)-6-hydroxy-2-naphthyl]benzoate), BrCCCCCC(=O)N (6-bromohexanamide). Yields the product C12(CC3CC(CC(C1)C3)C2)C2=C(C=C3C=CC(=CC3=C2)C2=CC=C(C(=O)OC)C=C2)OCCCCC=C=O (methyl 4-[7-(1-adamantyl)-6-carbonylpentyloxy-2-naphthyl]benzoate). Isolated yield 66.0%. Reaction SMILES: [C:1]12([C:11]3[CH:20]=[C:19]4[C:14]([CH:15]=[CH:16][C:17]([C:21]5[CH:30]=[CH:29][C:24]([C:25]([O:27][CH3:28])=[O:26])=[CH:23][CH:22]=5)=[CH:18]4)=[CH:13][C:12]=3[OH:31])[CH2:10][CH:5]3[CH2:6][CH:7]([CH2:9][CH:3]([CH2:4]3)[CH2:2]1)[CH2:8]2.Br[CH2:33][CH2:34][CH2:35][CH2:36][CH2:37][C:38](N)=[O:39]>>[C:1]12([C:11]3[CH:20]=[C:19]4[C:14]([CH:15]=[CH:16][C:17]([C:21]5[CH:22]=[CH:23][C:24]([C:25]([O:27][CH3:28])=[O:26])=[CH:29][CH:30]=5)=[CH:18]4)=[CH:13][C:12]=3[O:31][CH2:33][CH2:34][CH2:35][CH2:36][CH:37]=[C:38]=[O:39])[CH2:8][CH:7]3[CH2:9][CH:3]([CH2:4][CH:5]([CH2:6]3)[CH2:10]1)[CH2:2]2. Procedure: Following the procedure of Example 12(a), but reacting 640 mg (1.55 mmol) of methyl 4-[7-(1-adamantyl)-6-hydroxy-2-naphthyl]benzoate with 450 mg (2.32 mmol) of 6-bromohexanamide, 520 mg (65%) of the expected compound were obtained, which compound had a melting point of 209°-10° C. The reactants are C=CCN, C1CCOC1, CCOC(=O)C(F)(F)F. Product: C=CCNC(=O)C(F)(F)F. Reaction SMILES: [CH2:10]([CH:11]=[CH2:12])[NH2:13].[CH2:14]1[O:15][CH2:16][CH2:17][CH2:18]1.[F:1][C:2]([C:3]([O:5][CH2:4][CH3:6])=[O:7])([F:8])[F:9]>>[F:1][C:2]([C:3](=[O:5])[NH:13][CH2:10][CH:11]=[CH2:12])([F:8])[F:9]. The reactants are COC=1C=CC=2N(C3=CC=C(C=C3SC2C1COCOCCOC)OC)C (3,7-dimethoxy-4-(2-methoxy-ethoxymethoxymethyl)-10-methyl-phenothiazine), C(CCC)[Li] (n-butyllithium), C(=O)N1CCCCC1 (N-formylpiperidine), COC=1C=CC=2N(C3=CC=C(C(=C3SC2C1C=O)COCOCCOC)OC)C (3,7-dimethoxy-6-(2-methoxyethoxymethoxymethyl)-10-methylphenothiazine-4-carbaldehyde), [BH4-].[Li+] (lithium borohydride). Solvent: C(C)OCC.O1CCCC1 (diethyl ether tetrahydrofuran), O1CCCC1 (tetrahydrofuran). Yields the product COC=1C=CC=2N(C3=CC=C(C(=C3SC2C1CO)COCOCCOC)OC)C ([3,7-dimethoxy-6-(2-methoxy-ethoxymethoxymethyl)-10-methyl-phenothiazin-4-yl]-methanol). Isolated yield 70.3%. As a reaction SMILES: COC1C=CC2N(C)C3C(SC=2C=1COCOCCOC)=CC(OC)=CC=3.C([Li])CCC.C(N1CCCCC1)=O.[CH3:41][O:42][C:43]1[CH:44]=[CH:45][C:46]2[N:47]([CH3:69])[C:48]3[C:53]([S:54][C:55]=2[C:56]=1[CH:57]=[O:58])=[C:52]([CH2:59][O:60][CH2:61][O:62][CH2:63][CH2:64][O:65][CH3:66])[C:51]([O:67][CH3:68])=[CH:50][CH:49]=3.[BH4-].[Li+]>C(OCC)C.O1CCCC1.O1CCCC1>[CH3:41][O:42][C:43]1[CH:44]=[CH:45][C:46]2[N:47]([CH3:69])[C:48]3[C:53]([S:54][C:55]=2[C:56]=1[CH2:57][OH:58])=[C:52]([CH2:59][O:60][CH2:61][O:62][CH2:63][CH2:64][O:65][CH3:66])[C:51]([O:67][CH3:68])=[CH:50][CH:49]=3 |f:4.5,6.7|. Procedure details: A solution of 8.31 g (21.73 mmol) of 3,7-dimethoxy-4-(2-methoxy-ethoxymethoxymethyl)-10-methyl-phenothiazine in 100 ml of diethyl ether/tetrahydrofuran (4:1) was reacted with 17.6 ml of n-butyllithium solution (1.6M in hexane) and 3.68 g (32.6 mmol) of N-formylpiperidine analogously to that described in Example 4.1.1.c. The resulting 3,7-dimethoxy-6-(2-methoxyethoxymethoxymethyl)-10-methylphenothiazine-4-carbaldehyde was dissolved in 100 ml of tetrahydrofuran and reduced with 22 ml of lithium bo...